This data is from the Open Reaction Database (ORD), a public repository of structured organic reaction records. The task is: describe an organic reaction: reactants, conditions, products, and yield The reactants are ClC1=CC=2C3=C(NC2C=C1)CCN(C3)C (8-chloro-2,3,4,5-tetrahydro-2-methyl-1H-pyrido[4,3-b]indole), CNC1=NC=C(C=C1)C=C (N-methyl-5-vinylpyridin-2-amine), [OH-].[K+] (KOH). Product: ClC1=CC=2C3=C(N(C2C=C1)CCC=1C=CC(=NC1)NC)CCN(C3)C (5-(2-(8-chloro-1,2,3,4-tetrahydro-2-methylpyrido[4,3-b]indol-5-yl)ethyl)-N-methylpyridin-2-amine). RXN SMILES: [Cl:1][C:2]1[CH:10]=[CH:9][C:8]2[NH:7][C:6]3[CH2:11][CH2:12][N:13]([CH3:15])[CH2:14][C:5]=3[C:4]=2[CH:3]=1.[CH3:16][NH:17][C:18]1[CH:23]=[CH:22][C:21]([CH:24]=[CH2:25])=[CH:20][N:19]=1.[OH-].[K+]>CN1C(=O)CCC1>[Cl:1][C:2]1[CH:10]=[CH:9][C:8]2[N:7]([CH2:25][CH2:24][C:21]3[CH:22]=[CH:23][C:18]([NH:17][CH3:16])=[N:19][CH:20]=3)[C:6]3[CH2:11][CH2:12][N:13]([CH3:15])[CH2:14][C:5]=3[C:4]=2[CH:3]=1 |f:2.3|. Run in CN1CCCC1=O (NMP). Procedure details: The title compound is prepared from a mixture of 8-chloro-2,3,4,5-tetrahydro-2-methyl-1H-pyrido[4,3-b]indole, N-methyl-5-vinylpyridin-2-amine and KOH (5-7 equiv) in NMP at a temperature ranging between 25 deg C. to 100 deg C. The product obtained is isolated by preparative HPLC. The reactants are COc1ccc(CN(Cc2ccc(OC)cc2)c2ncc(-c3nc(N4CCOCC4)nc4c3CCN4c3cccc(C(=O)O)c3)cn2)cc1, CN(C)CCN. Product: COc1ccc(CN(Cc2ccc(OC)cc2)c2ncc(-c3nc(N4CCOCC4)nc4c3CCN4c3cccc(C(=O)NCCN(C)C)c3)cn2)cc1. Reaction SMILES: [CH3:1][O:2][c:3]1[cH:4][cH:5][c:6]([CH2:7][N:8]([c:9]2[n:10][cH:11][c:12](-[c:15]3[c:16]4[c:17]([n:18][c:19]([N:21]5[CH2:22][CH2:23][O:24][CH2:25][CH2:26]5)[n:20]3)[N:27]([c:30]3[cH:31][c:32]([C:33](=[O:34])[OH:35])[cH:36][cH:37][cH:38]3)[CH2:28][CH2:29]4)[cH:13][n:14]2)[CH2:39][c:40]2[cH:41][cH:42][c:43]([O:46][CH3:47])[cH:44][cH:45]2)[cH:48][cH:49]1.[CH3:50][N:51]([CH2:52][CH2:53][NH2:54])[CH3:55]>>[CH3:1][O:2][c:3]1[cH:4][cH:5][c:6]([CH2:7][N:8]([c:9]2[n:10][cH:11][c:12](-[c:15]3[c:16]4[c:17]([n:18][c:19]([N:21]5[CH2:22][CH2:23][O:24][CH2:25][CH2:26]5)[n:20]3)[N:27]([c:30]3[cH:31][c:32]([C:33](=[O:34])[NH:54][CH2:53][CH2:52][N:51]([CH3:50])[CH3:55])[cH:36][cH:37][cH:38]3)[CH2:28][CH2:29]4)[cH:13][n:14]2)[CH2:39][c:40]2[cH:41][cH:42][c:43]([O:46][CH3:47])[cH:44][cH:45]2)[cH:48][cH:49]1. The reactants are C(C)(=O)OC1=CN(C2=CC=CC=C12)C1=CC=CC=C1 (3-acetyloxy-1-phenylindole), OCCCO (1,3-dihydroxypropane), S(O)(O)(=O)=O (sulfuric acid). Yields the product C1(=CC=CC=C1)N1C=C(C2=CC=CC=C12)OCCCO (3-(1-phenyl-3-indolyloxy)-1-propanol). RXN SMILES: [C:1]([O:4][C:5]1[C:13]2[C:8](=[CH:9][CH:10]=[CH:11][CH:12]=2)[N:7]([C:14]2[CH:19]=[CH:18][CH:17]=[CH:16][CH:15]=2)[CH:6]=1)(=O)[CH3:2].[OH:20][CH2:21]CCO.S(=O)(=O)(O)O>O>[C:14]1([N:7]2[C:8]3[C:13](=[CH:12][CH:11]=[CH:10][CH:9]=3)[C:5]([O:4][CH2:1][CH2:2][CH2:21][OH:20])=[CH:6]2)[CH:19]=[CH:18][CH:17]=[CH:16][CH:15]=1. Reaction conditions: temperature 80 celsius. Solvent: O (Water). Procedure details: A mixture of 3-acetyloxy-1-phenylindole (24 g), 1,3-dihydroxypropane (240 ml), and conc. sulfuric acid (10 ml) was heated to 80° C. for 2 h. Water was added followed by extraction with ether. The ether phase was dried over magnesium sulfate followed by removal of solvent in vacuo giving 3-(1-phenyl-3-indolyloxy)-1-propanol, sufficiently pure for use in the next step. The reactants are C1(=CC=CC=C1)C=C1COCC(C1=O)=CC1=CC=CC=C1 (tetrahydro-3,5-bis-(phenylmethylene)-4H-pyran-4-one), C(CC)NN (propylhydrazine). The solvent is CO (methanol). Yields the product C1(=CC=CC=C1)C1=C2C(=NN1CCC)C(COC2)=CC2=CC=CC=C2 (2,4,6,7-Tetrahydro-3-phenyl-7 -(phenylmethylene)-2-propylpyrano[4,3-c]pyrazole). As a reaction SMILES: [C:1]1([CH:7]=[C:8]2[C:13](=O)[C:12](=[CH:15][C:16]3[CH:21]=[CH:20][CH:19]=[CH:18][CH:17]=3)[CH2:11][O:10][CH2:9]2)[CH:6]=[CH:5][CH:4]=[CH:3][CH:2]=1.[CH2:22]([NH:25][NH2:26])[CH2:23][CH3:24]>CO>[C:1]1([C:7]2[N:25]([CH2:22][CH2:23][CH3:24])[N:26]=[C:13]3[C:12](=[CH:15][C:16]4[CH:21]=[CH:20][CH:19]=[CH:18][CH:17]=4)[CH2:11][O:10][CH2:9][C:8]=23)[CH:6]=[CH:5][CH:4]=[CH:3][CH:2]=1. Procedure details: A mixture of tetrahydro-3,5-bis-(phenylmethylene)-4H-pyran-4-one (3.6 g, 13 mmole) and propylhydrazine (1.1 g, 14 mmole) in methanol (250 ml) is heated at reflux temperature for 3-4 hours. MeOH is then removed in vacuo. The residue is dissolved in CHCl3 and washed with dilute HCl and water, then dried (anhydrous MgSO4) and concentrated in vacuo to give a yellow oil. When this crude oil is triturated with a small amount of acetonitrile the major product of this reaction precipitates out. The filt... Starting materials: ClC=1C=C(C=O)C=C(C1N1N=C2C(C(=NC=C2F)NC2=NC=NC(=C2)C)=C1)Cl (3,5-dichloro-4-[7-fluoro-4-(6-methylpyrimidin-4-ylamino)pyrazolo[4,3-c]pyridin-2-yl]benzaldehyde), [BH4-].[Na+] (sodium borohydride), Cl (HCl). The solvent is C(C)O (ethanol), C1CCOC1 (THF). Run at time 2 hour. The product is Cl.ClC=1C=C(C=C(C1N1N=C2C(C(=NC=C2F)NC2=NC=NC(=C2)C)=C1)Cl)CO ({3,5-Dichloro-4-[7-fluoro-4-(6-methylpyrimidin-4-ylamino)pyrazolo[4,3-c]pyridin-2-yl]phenyl}methanol hydrochloride salt). The yield is 90.7%. RXN SMILES: [Cl:1][C:2]1[CH:3]=[C:4]([CH:7]=[C:8]([Cl:28])[C:9]=1[N:10]1[CH:27]=[C:13]2[C:14]([NH:19][C:20]3[CH:25]=[C:24]([CH3:26])[N:23]=[CH:22][N:21]=3)=[N:15][CH:16]=[C:17]([F:18])[C:12]2=[N:11]1)[CH:5]=[O:6].[BH4-].[Na+].Cl>C(O)C.C1COCC1>[ClH:1].[Cl:1][C:2]1[CH:3]=[C:4]([CH2:5][OH:6])[CH:7]=[C:8]([Cl:28])[C:9]=1[N:10]1[CH:27]=[C:13]2[C:14]([NH:19][C:20]3[CH:25]=[C:24]([CH3:26])[N:23]=[CH:22][N:21]=3)=[N:15][CH:16]=[C:17]([F:18])[C:12]2=[N:11]1 |f:1.2,6.7|. Procedure: To a solution of 3,5-dichloro-4-[7-fluoro-4-(6-methylpyrimidin-4-ylamino)pyrazolo[4,3-c]pyridin-2-yl]benzaldehyde (125 mg, 0.3 mmol) in ethanol (IMS grade, 5 mL) and THF (2 mL) was added sodium borohydride (14 mg, 0.36 mmol) and the reaction mixture was stirred at room temperature for 2 hours. The resultant mixture was partitioned between ethyl acetate and water and the layers were separated. The organic layer was washed with brine, dried over anhydrous sodium sulfate, filtered and concentrated ... Starting materials: O=C(NCCC1CC1)c1ccc(Cl)nn1, [K+], [K+], FC(F)(F)c1ccccc1NC1CCNCC1, O=C([O-])[O-], C1COCCO1. The product is O=C(NCCC1CC1)c1ccc(N2CCC(Nc3ccccc3C(F)(F)F)CC2)nn1. As a reaction SMILES: [CH:18]1([CH2:21][CH2:22][NH:23][C:24](=[O:25])[c:26]2[n:27][n:28][c:29]([Cl:32])[cH:30][cH:31]2)[CH2:19][CH2:20]1.[K+:33].[K+:34].[NH:1]1[CH2:2][CH2:3][CH:4]([NH:7][c:8]2[c:9]([C:14]([F:15])([F:16])[F:17])[cH:10][cH:11][cH:12][cH:13]2)[CH2:5][CH2:6]1.[O-:35][C:36]([O-:37])=[O:38].[O:39]1[CH2:40][CH2:41][O:42][CH2:43][CH2:44]1>>[N:1]1([c:29]2[n:28][n:27][c:26]([C:24]([NH:23][CH2:22][CH2:21][CH:18]3[CH2:19][CH2:20]3)=[O:25])[cH:31][cH:30]2)[CH2:2][CH2:3][CH:4]([NH:7][c:8]2[c:9]([C:14]([F:15])([F:16])[F:17])[cH:10][cH:11][cH:12][cH:13]2)[CH2:5][CH2:6]1. Starting materials: COC(=O)C1=C(N=C(S1)\C=C\C=1C(=NOC1C)C1=CC=CC=C1)C (4-methyl-2-[(E)-2-(5-methyl-3-phenyl-isoxazol-4-yl)-vinyl]-thiazole-5-carboxylic acid methyl ester), C(C)(C)N (isopropylamine), C[Al](C)C (trimethylaluminium), solution. Run in O1CCOCC1 (dioxane), O1CCOCC1 (dioxane), C1(=CC=CC=C1)C (toluene). Reaction conditions: temperature 90 celsius, time 1 hour. Yields the product C(C)(C)NC(=O)C1=C(N=C(S1)\C=C\C=1C(=NOC1C)C1=CC=CC=C1)C (4-Methyl-2-[(E)-2-(5-methyl-3-phenyl-isoxazol-4-yl)-vinyl]-thiazole-5-carboxylic acid isopropylamide). Yield: 45.4%. As a reaction SMILES: [CH:1]([NH2:4])([CH3:3])[CH3:2].C[Al](C)C.C[O:10][C:11]([C:13]1[S:17][C:16](/[CH:18]=[CH:19]/[C:20]2[C:21]([C:26]3[CH:31]=[CH:30][CH:29]=[CH:28][CH:27]=3)=[N:22][O:23][C:24]=2[CH3:25])=[N:15][C:14]=1[CH3:32])=O>O1CCOCC1.C1(C)C=CC=CC=1>[CH:1]([NH:4][C:11]([C:13]1[S:17][C:16](/[CH:18]=[CH:19]/[C:20]2[C:21]([C:26]3[CH:31]=[CH:30][CH:29]=[CH:28][CH:27]=3)=[N:22][O:23][C:24]=2[CH3:25])=[N:15][C:14]=1[CH3:32])=[O:10])([CH3:3])[CH3:2]. Procedure details: To a stirred solution of isopropylamine (56 mg, 0.95 mmol) in dioxane (2 mL) under argon and at room temperature was added trimethylaluminium (0.47 mL of a 2M solution in toluene, 0.94 mmol). After 1 h, a solution of 4-methyl-2-[(E)-2-(5-methyl-3-phenyl-isoxazol-4-yl)-vinyl]-thiazole-5-carboxylic acid methyl ester (80 mg, 0.24 mmol) in dioxane (2 mL) was added and the reaction mixture warmed to 90° C. After 24 h, the reaction mixture was cooled, quenched with ice and Seignettes's salt solution, ... Starting materials: O=C(Cl)c1ccccc1, CCCCCCCCCCCCSC(=N)N1Cc2ccccc2-c2ccccc2C1. The product is CCCCCCCCCCCCSC(=NC(=O)c1ccccc1)N1Cc2ccccc2-c2ccccc2C1. Reaction SMILES: [C:31]([c:32]1[cH:33][cH:34][cH:35][cH:36][cH:37]1)(=[O:38])[Cl:39].[cH:1]1[cH:2][cH:3][cH:4][c:5]2[c:11]1-[c:10]1[c:9]([cH:15][cH:14][cH:13][cH:12]1)[CH2:8][N:7]([C:16](=[NH:17])[S:18][CH2:19][CH2:20][CH2:21][CH2:22][CH2:23][CH2:24][CH2:25][CH2:26][CH2:27][CH2:28][CH2:29][CH3:30])[CH2:6]2>>[cH:1]1[cH:2][cH:3][cH:4][c:5]2[c:11]1-[c:10]1[c:9]([cH:15][cH:14][cH:13][cH:12]1)[CH2:8][N:7]([C:16](=[N:17][C:31]([c:32]1[cH:33][cH:34][cH:35][cH:36][cH:37]1)=[O:38])[S:18][CH2:19][CH2:20][CH2:21][CH2:22][CH2:23][CH2:24][CH2:25][CH2:26][CH2:27][CH2:28][CH2:29][CH3:30])[CH2:6]2. The product is N1(CCNCC1)C1=NC(=CC(=N1)N1CCCC1)N1CCCC1 (2-(1-piperazinyl)-4,6-bis(pyrrolidino)pyrimidine). Procedure details: A mixture of 10.0 g (34.7 mmoles) of 2-chloro-2,6-bis(pyrrolidino)pyrimidine, 11.95 g (138.8 mmoles) of piperazine and 150 ml of N-ethylmorpholine is boiled under reflux under nitrogen for 25 hours, then the solvent and excess piperazine are distilled off under environmental pressure. After adding 100 ml of water to the residue, water is distilled off until the head temperature reaches 100° C. After cooling down, the residue is distributed between 200 ml of chloroform and 30 ml of 10% sodium hyd... Starting materials: ClC1(NC(=CC=N1)N1CCCC1)N1CCCC1 (2-chloro-2,6-bis(pyrrolidino)pyrimidine), N1CCNCC1 (piperazine), C(C)N1CCOCC1 (N-ethylmorpholine). RXN SMILES: Cl[C:2]1([N:13]2[CH2:17][CH2:16][CH2:15][CH2:14]2)[N:7]=[CH:6][CH:5]=[C:4]([N:8]2[CH2:12][CH2:11][CH2:10][CH2:9]2)[NH:3]1.[NH:18]1[CH2:23][CH2:22]N[CH2:20][CH2:19]1.C([N:26]1CCOCC1)C>>[N:13]1([C:2]2[N:7]=[C:6]([N:18]3[CH2:23][CH2:22][CH2:20][CH2:19]3)[CH:5]=[C:4]([N:8]3[CH2:12][CH2:11][CH2:10][CH2:9]3)[N:3]=2)[CH2:17][CH2:16][NH:26][CH2:15][CH2:14]1. The reactants are OO (hydrogen peroxide), O.O.O.O.O.S(=S)(=O)([O-])[O-].[Na+].[Na+] (sodium thiosulfate pentahydrate), O (water), C(CCC)OC1=CC=C(C=C1)SC1=CC=C(C=C1)OCCCC (bis(4-butoxyphenyl) sulfide). The solvent is C(C)(=O)O (acetic acid). Run at time 12 hour. Product: C(CCC)OC1=CC=C(C=C1)S(=O)C1=CC=C(C=C1)OCCCC (bis(4-butoxyphenyl) sulfoxide). Yield: 90.0%. Reaction SMILES: [CH2:1]([O:5][C:6]1[CH:11]=[CH:10][C:9]([S:12][C:13]2[CH:18]=[CH:17][C:16]([O:19][CH2:20][CH2:21][CH2:22][CH3:23])=[CH:15][CH:14]=2)=[CH:8][CH:7]=1)[CH2:2][CH2:3][CH3:4].OO.O.O.O.O.O.S([O-])([O-])(=[O:33])=S.[Na+].[Na+].O>C(O)(=O)C>[CH2:20]([O:19][C:16]1[CH:15]=[CH:14][C:13]([S:12]([C:9]2[CH:10]=[CH:11][C:6]([O:5][CH2:1][CH2:2][CH2:3][CH3:4])=[CH:7][CH:8]=2)=[O:33])=[CH:18][CH:17]=1)[CH2:21][CH2:22][CH3:23] |f:2.3.4.5.6.7.8.9|. Reported procedure: In 200 g of acetic acid was dissolved 30 g of bis(4-butoxyphenyl) sulfide obtained in Synthesis Example 1-17. While the solution was maintained at an internal temperature of 30° C., 8.8 g of 35 wt % aqueous hydrogen peroxide was added dropwise. The reaction solution was aged at room temperature for 12 hours, after which under ice cooling, a mixture of 0.9 g sodium thiosulfate pentahydrate and 30 g water was added dropwise to quench the reaction. The solution was combined with 200 g of methylene ...